This data is from the Open Reaction Database (ORD), a public repository of structured organic reaction records. The task is: describe an organic reaction: reactants, conditions, products, and yield The reactants are COC(CC#N)=O (methylcyanoacetate), C[O-].[Na+] (sodium methoxide), CC=CC(CC)=O (2-hexen-4-one). Solvent: CO (methanol), CO (methanol). Product: CC1C(C(C(CC1=O)C)C#N)=O (3,6-dimethyl-2,4-dioxocyclohexanecarbonitrile). Yield: 68.2%. As a reaction SMILES: C[O-].[Na+].CO[C:6](=[O:10])[CH2:7][C:8]#[N:9].[CH3:11][CH:12]=[CH:13][C:14](=[O:17])[CH2:15][CH3:16]>CO>[CH3:16][CH:15]1[C:14](=[O:17])[CH2:13][CH:12]([CH3:11])[CH:7]([C:8]#[N:9])[C:6]1=[O:10] |f:0.1|. Procedure: To a solution of sodium methoxide (162 grams, 3 moles) in 400 mls of anhydrous methanol is added, dropwise, 276 grams (3.2 moles) of methylcyanoacetate over a period of 1 hour at 60° C. with stirring. The resulting slurry is stirred at 60° C. for 10 minutes, whereupon 288 grams (3.0 moles) of 2-hexen-4-one is added over a 20 minute period. The resulting reaction mixture is stirred and heated at reflux for six hours, whereupon a distillation take-off condenser is affixed to the reaction flask and... Starting materials: C(C)(C)(C)OC(=O)N[C@@H](COCC1=CC=CC=C1)C(=O)O (N-t-butyloxycarbonyl-O-benzyl-L-serine), C(C1=CC=CC=C1)OC(CC[C@@H](N)C(N)=O)=O (D-isoglutamine benzyl ester), C1(CCCCC1)N=C=NC1CCCCC1 (N,N'-dicyclohexylcarbodiimide). The solvent is C(C)#N (acetonitrile). Reaction conditions: time 15 hour. Product: C(C1=CC=CC=C1)OC(CC[C@@H](NC([C@@H](NC(=O)OC(C)(C)C)COCC1=CC=CC=C1)=O)C(N)=O)=O (N-t-butyloxycarbonyl-O-benzyl-L-seryl-D-isoglutamine benzyl ester). Yield: 44.2%. Reaction SMILES: [C:1]([O:5][C:6]([NH:8][C@H:9]([C:19]([OH:21])=O)[CH2:10][O:11][CH2:12][C:13]1[CH:18]=[CH:17][CH:16]=[CH:15][CH:14]=1)=[O:7])([CH3:4])([CH3:3])[CH3:2].[CH2:22]([O:29][C:30](=[O:38])[CH2:31][CH2:32][C@H:33]([C:35](=[O:37])[NH2:36])[NH2:34])[C:23]1[CH:28]=[CH:27][CH:26]=[CH:25][CH:24]=1.C1(N=C=NC2CCCCC2)CCCCC1>C(#N)C>[CH2:22]([O:29][C:30](=[O:38])[CH2:31][CH2:32][C@H:33]([C:35](=[O:37])[NH2:36])[NH:34][C:19](=[O:21])[C@H:9]([CH2:10][O:11][CH2:12][C:13]1[CH:14]=[CH:15][CH:16]=[CH:17][CH:18]=1)[NH:8][C:6]([O:5][C:1]([CH3:2])([CH3:3])[CH3:4])=[O:7])[C:23]1[CH:24]=[CH:25][CH:26]=[CH:27][CH:28]=1. Procedure details: N-t-butyloxycarbonyl-O-benzyl-L-serine (4.43 g, 15 m mols) and D-isoglutamine benzyl ester (3.54 g, 15 m mols) were dissolved in acetonitrile (100 ml), and under ice-cooling, N,N'-dicyclohexylcarbodiimide (3.50 g, 17 m mols) was added. The mixture was stirred under ice-cooling for 3 hours and, then, at room temperature for 15 hours. The precipitate was filtered off, the solvent was distilled off and the residue was dissolved in ethyl acetate (100 ml). The solution was washed with 1 N-hydrochlori... Reactants: COC=1C=C(C=C(C1OC)OC)N=C=S (3,4,5-Trimethoxyphenyl isothiocynate), residue, N#CN (cyanamide), O([K])C(C)(C)C (KO-t-Bu), Cl.ClCC1=NC=CC=C1 (2-chloromethylpyridine hydrochloride), C(CCC)[Li] (n-butyllithium). Run in C(C)#N.C(C)(C)(C)O (acetonitrile tert-butanol), O (water), C1CCOC1 (THF). Conditions: temperature 23 celsius, time 1.5 hour. Yields the product N1=C(C=CC=C1)C1=C(N=C(S1)NC1=CC(=C(C(=C1)OC)OC)OC)N (5-Pyridin-2-yl-N2-(3,4,5-trimethoxy-phenyl)-thiazole-2,4-diamine). Reaction SMILES: [CH3:1][O:2][C:3]1[CH:4]=[C:5]([N:13]=[C:14]=[S:15])[CH:6]=[C:7]([O:11][CH3:12])[C:8]=1[O:9][CH3:10].[N:16]#[C:17][NH2:18].O(C(C)(C)C)[K].Cl.Cl[CH2:27][C:28]1[CH:33]=[CH:32][CH:31]=[CH:30][N:29]=1.C([Li])CCC>C(#N)C.C(O)(C)(C)C.O.C1COCC1>[N:29]1[CH:30]=[CH:31][CH:32]=[CH:33][C:28]=1[C:27]1[S:15][C:14]([NH:13][C:5]2[CH:4]=[C:3]([O:2][CH3:1])[C:8]([O:9][CH3:10])=[C:7]([O:11][CH3:12])[CH:6]=2)=[N:16][C:17]=1[NH2:18] |f:3.4,6.7|. Procedure details: 3,4,5-Trimethoxyphenyl isothiocynate (250 mg, 1.11 mmol, 1 equiv.) and cyanamide (56 mg, 1.33 mmol, 1.2 equiv.) were taken up in acetonitrile-tert-butanol (1:1, 10 mL) at 23° C. To this was added KO-t-Bu (286 mg, 2.55 mmol, 2.3 equiv.) and 2-chloromethylpyridine hydrochloride (182 mg, 1.11 mmol, 1.00 equiv.). The reaction mixture was allowed to stir for 1.5 h at 23° C. The mixture was diluted with water (20 mL) and the white solids were filtered, washed with ether and dried (257 mg). The dried r... Starting materials: ClC1=CC=C(C=C1)N1N=C(C=C1)C(=O)OCC (ethyl 1-(4-chlorophenyl)pyrazole-3-carboxylate), [Li+].[OH-] (LiOH), Cl (HCl). Run in C1CCOC1 (THF). Yields the product ClC1=CC=C(C=C1)N1N=C(C=C1)C(=O)O (1-(4-chlorophenyl)pyrazole-3-carboxylic acid). Yield: 95.7%. As a reaction SMILES: [Cl:1][C:2]1[CH:7]=[CH:6][C:5]([N:8]2[CH:12]=[CH:11][C:10]([C:13]([O:15]CC)=[O:14])=[N:9]2)=[CH:4][CH:3]=1.[Li+].[OH-].Cl>C1COCC1>[Cl:1][C:2]1[CH:3]=[CH:4][C:5]([N:8]2[CH:12]=[CH:11][C:10]([C:13]([OH:15])=[O:14])=[N:9]2)=[CH:6][CH:7]=1 |f:1.2|. Procedure details: To a solution of ethyl 1-(4-chlorophenyl)pyrazole-3-carboxylate (250 mg, 1 mmol) in THF was added 3.0 mL of 1.0 M of LiOH (3.0 mmol). The resulting mixture was stirred at room temperature for 3 h at which time 1.0 M HCl was added to adjust the pH to 1.0. The organics were extracted with EtOAc (2×100 mL), dried over MgSO4, and concentrated under reduced pressure to give a white solid (213 mg, 96%), which was used for next step without further purification. Starting materials: ClCCC[Si](OC)(OC)OC (chloropropyl trimethoxysilane), C(C)N(C=1C=C(C=CC1)O)CC (m-diethylaminophenol), CS(=O)C (dimethylsulfoxide), [OH-].[Na+] (sodium hydroxide). The solvent is C1(=CC=CC=C1)C (toluene). Reaction conditions: temperature 88 celsius. The product is C(C)N(C=1C=C(OCCC[Si](OC)(OC)OC)C=CC1)CC (3(m-diethylaminophenoxy)propyl Trimethoxysilane). As a reaction SMILES: [CH2:1]([N:3]([CH2:11][CH3:12])[C:4]1[CH:5]=[C:6]([OH:10])[CH:7]=[CH:8][CH:9]=1)[CH3:2].CS(C)=O.[OH-].[Na+].Cl[CH2:20][CH2:21][CH2:22][Si:23]([O:28][CH3:29])([O:26][CH3:27])[O:24][CH3:25]>C1(C)C=CC=CC=1>[CH2:11]([N:3]([CH2:1][CH3:2])[C:4]1[CH:5]=[C:6]([CH:7]=[CH:8][CH:9]=1)[O:10][CH2:20][CH2:21][CH2:22][Si:23]([O:28][CH3:29])([O:26][CH3:27])[O:24][CH3:25])[CH3:12] |f:2.3|. Reported procedure: Using the general procedure described in the preceding Example 1, a reactor was charged with 90.75 g (0.55 mole) m-diethylaminophenol, 112 cc dimethylsulfoxide, 120 cc toluene and 43.28 g of a 50% aqueous sodium hydroxide solution. All of the water present in the reactor was removed by azeotropic distillation. The reaction mixture was allowed to cool to 80° C., at which time 109 g (0.55 mole) of chloropropyl trimethoxysilane were gradually added over a period of 2 hours. The temperature of the r... Starting materials: CC(C)(C)OC(=O)NC(Cc1ccc(Oc2ccc(CCC(=O)NOCc3ccccc3)cc2)cc1)C(=O)N1CCOCC1, CO, [H][H], [Pd]. The product is CC(C)(C)OC(=O)NC(Cc1ccc(Oc2ccc(CCC(=O)NO)cc2)cc1)C(=O)N1CCOCC1. As a reaction SMILES: [C:1]([CH3:2])([CH3:3])([CH3:4])[O:5][C:6]([NH:7][CH:8]([C:9](=[O:10])[N:11]1[CH2:12][CH2:13][O:14][CH2:15][CH2:16]1)[CH2:17][c:18]1[cH:19][cH:20][c:21]([O:24][c:25]2[cH:26][cH:27][c:28]([CH2:31][CH2:32][C:33]([NH:34][O:35][CH2:36][c:37]3[cH:38][cH:39][cH:40][cH:41][cH:42]3)=[O:43])[cH:29][cH:30]2)[cH:22][cH:23]1)=[O:44].[CH3:47][OH:48].[H:45][H:46].[Pd:49]>>[C:1]([CH3:2])([CH3:3])([CH3:4])[O:5][C:6]([NH:7][CH:8]([C:9](=[O:10])[N:11]1[CH2:12][CH2:13][O:14][CH2:15][CH2:16]1)[CH2:17][c:18]1[cH:19][cH:20][c:21]([O:24][c:25]2[cH:26][cH:27][c:28]([CH2:31][CH2:32][C:33]([NH:34][OH:35])=[O:43])[cH:29][cH:30]2)[cH:22][cH:23]1)=[O:44]. The solvent is CS(=O)C (DMSO), CS(=O)C (DMSO). Run at temperature 150 celsius, time 40 minute. Procedure details: A mixture of N-(6-(2-chloropyrimidin-4-yl)benzo[d]thiazol-2-yl)acetamide (0.200 g, 0.7 mmol), 4-aminotetrahydropyran (0.07 ml, 0.7 mmol), N-ethyl-N-isopropylpropan-2-amine (0.2 g, 1 mmol) in DMSO (1 g, 13 mmol) was heated under microwave (CEM) at 150° C. and 130 W (Powermax®& off) for 40 min. Then, the mixture was diluted with 1 ml of DMSO and purified by HPLC (5-50% CH3CN in water) to give a light yellow solid (60 mg) as a TFA salt. MS (ESI pos. ion) Found m/z: 370, (M+H)+. Starting materials: ClC1=NC=CC(=N1)C1=CC2=C(N=C(S2)NC(C)=O)C=C1 (N-(6-(2-chloropyrimidin-4-yl)benzo[d]thiazol-2-yl)acetamide), NC1CCOCC1 (4-aminotetrahydropyran), C(C)N(C(C)C)C(C)C (N-ethyl-N-isopropylpropan-2-amine). RXN SMILES: Cl[C:2]1[N:7]=[C:6]([C:8]2[CH:20]=[CH:19][C:11]3[N:12]=[C:13]([NH:15][C:16](=[O:18])[CH3:17])[S:14][C:10]=3[CH:9]=2)[CH:5]=[CH:4][N:3]=1.[NH2:21][CH:22]1[CH2:27][CH2:26][O:25][CH2:24][CH2:23]1.C(N(C(C)C)C(C)C)C>CS(C)=O>[O:25]1[CH2:26][CH2:27][CH:22]([NH:21][C:2]2[N:7]=[C:6]([C:8]3[CH:20]=[CH:19][C:11]4[N:12]=[C:13]([NH:15][C:16](=[O:18])[CH3:17])[S:14][C:10]=4[CH:9]=3)[CH:5]=[CH:4][N:3]=2)[CH2:23][CH2:24]1. Yield: 23.2%. The product is O1CCC(CC1)NC1=NC=CC(=N1)C1=CC2=C(N=C(S2)NC(C)=O)C=C1 (N-(6-(2-(tetrahydro-2H-pyran-4-ylamino)pyrimidin-4-yl)benzo[d]thiazol-2-yl)acetamide). Reactants: BrC1=CC2=C([C@]3(CCC(N[C@@H]3CC2)=O)C)C=C1 ((+)-(4aR)-(10bR)-8-bromo-10b-methyl-1,2,3,4,4a,5,6,10b-octahydrobenzo[f]quinolin-3-one), C1(=CC=CC2=CC=CC=C12)B(O)O (1-napthylboronic acid), C([O-])([O-])=O.[Na+].[Na+] (sodium carbonate), C1(=CC=CC=C1)C (toluene). The reagents and catalysts are C=1C=CC(=CC1)[P](C=2C=CC=CC2)(C=3C=CC=CC3)[Pd]([P](C=4C=CC=CC4)(C=5C=CC=CC5)C=6C=CC=CC6)([P](C=7C=CC=CC7)(C=8C=CC=CC8)C=9C=CC=CC9)[P](C=1C=CC=CC1)(C=1C=CC=CC1)C=1C=CC=CC1 (tetrakis(triphenylphosphine)palladium(0)). Solvent: ClCCl (dichloromethane). The product is C1(=CC=CC2=CC=CC=C12)C1=CC2=C([C@]3(CCC(N[C@@H]3CC2)=O)C)C=C1 ((+)-(4aR)-(10bR)-8-(1-naphthyl)-10b-methyl-1,2,3,4,4a,-5,6,10b-octahydrobenzo[f]quinolin-3-one). Isolated yield 69.8%. Reaction SMILES: Br[C:2]1[CH:17]=[CH:16][C:5]2[C@:6]3([CH3:15])[C@@H:11]([CH2:12][CH2:13][C:4]=2[CH:3]=1)[NH:10][C:9](=[O:14])[CH2:8][CH2:7]3.[C:18]1(B(O)O)[C:27]2[C:22](=[CH:23][CH:24]=[CH:25][CH:26]=2)[CH:21]=[CH:20][CH:19]=1.C(=O)([O-])[O-].[Na+].[Na+].C1(C)C=CC=CC=1>ClCCl.C1C=CC([P]([Pd]([P](C2C=CC=CC=2)(C2C=CC=CC=2)C2C=CC=CC=2)([P](C2C=CC=CC=2)(C2C=CC=CC=2)C2C=CC=CC=2)[P](C2C=CC=CC=2)(C2C=CC=CC=2)C2C=CC=CC=2)(C2C=CC=CC=2)C2C=CC=CC=2)=CC=1>[C:26]1([C:2]2[CH:17]=[CH:16][C:5]3[C@:6]4([CH3:15])[C@@H:11]([CH2:12][CH2:13][C:4]=3[CH:3]=2)[NH:10][C:9](=[O:14])[CH2:8][CH2:7]4)[C:27]2[C:22](=[CH:21][CH:20]=[CH:19][CH:18]=2)[CH:23]=[CH:24][CH:25]=1 |f:2.3.4,^1:50,52,71,90|. Procedure details: A 15 mL round bottom flask was charged with (+)-(4aR)-(10bR)-8-bromo-10b-methyl-1,2,3,4,4a,5,6,10b-octahydrobenzo[f]quinolin-3-one (500 mg, 1.70 mmol), tetrakis(triphenylphosphine)palladium(0) (80 mg, 0.07 mmol), 1-napthylboronic acid (439 mg, 2.55 mmol), 2.4 mL of 2M sodium carbonate and 4 mL of toluene, fitted with a reflux condenser, and the stirred mixture was heated at 80°, under nitrogen, for 24 h. The mixture was cooled, diluted with dichloromethane (200 mL) and washed with brine (2×50 mL... The reactants are CO, COC(=O)C=Cc1ccc(CNC(=O)c2ccc(C=C(C(=O)NC3CC3)c3ccc(F)cc3)cc2)cc1, ClCCl, Cl, [K+], NO, [OH-], O. RXN SMILES: [CH3:43][OH:44].[CH:6]1([NH:9][C:10]([C:11](=[CH:12][c:13]2[cH:14][cH:15][c:16]([C:17](=[O:18])[NH:19][CH2:20][c:21]3[cH:22][cH:23][c:24]([CH:27]=[CH:28][C:29](=[O:30])[O:31][CH3:32])[cH:25][cH:26]3)[cH:33][cH:34]2)[c:35]2[cH:36][cH:37][c:38]([F:41])[cH:39][cH:40]2)=[O:42])[CH2:7][CH2:8]1.[Cl:45][CH2:46][Cl:47].[ClH:1].[K+:5].[NH2:2][OH:3].[OH-:4].[OH2:48]>>[NH:2]([OH:3])[C:29]([CH:28]=[CH:27][c:24]1[cH:23][cH:22][c:21]([CH2:20][NH:19][C:17]([c:16]2[cH:15][cH:14][c:13]([CH:12]=[C:11]([C:10]([NH:9][CH:6]3[CH2:7][CH2:8]3)=[O:42])[c:35]3[cH:36][cH:37][c:38]([F:41])[cH:39][cH:40]3)[cH:34][cH:33]2)=[O:18])[cH:26][cH:25]1)=[O:30]. Yields the product O=C(C=Cc1ccc(CNC(=O)c2ccc(C=C(C(=O)NC3CC3)c3ccc(F)cc3)cc2)cc1)NO.